Dataset: the Open Reaction Database (ORD), a public repository of structured organic reaction records. Task: describe an organic reaction: reactants, conditions, products, and yield Starting materials: BrCCCCCCBr (1,6-dibromohexane), ClC1=CC=C(C=C1)CCO (4-chlorobenzeneethanol). Product: BrCCCCCCOCCC1=CC=C(C=C1)Cl (2-[(6-Bromohexyl)oxy]ethyl-4-chlorobenzene). RXN SMILES: Br[CH2:2][CH2:3][CH2:4][CH2:5][CH2:6][CH2:7][Br:8].[Cl:9][C:10]1[CH:15]=[CH:14][C:13]([CH2:16][CH2:17][OH:18])=[CH:12][CH:11]=1>>[Br:8][CH2:7][CH2:6][CH2:5][CH2:4][CH2:3][CH2:2][O:18][CH2:17][CH2:16][C:13]1[CH:14]=[CH:15][C:10]([Cl:9])=[CH:11][CH:12]=1. Reported procedure: (4.0 g), b.p. 169°/0.8 torr, from 1,6-dibromohexane (8.65 g) and 4-chlorobenzeneethanol (3.0 g).